Dataset: the Open Reaction Database (ORD), a public repository of structured organic reaction records. Task: describe an organic reaction: reactants, conditions, products, and yield Starting materials: CC(CO)(C)C (2,2-dimethyl-1-propanol), [H-].[Na+] (sodium hydride), BrC=1C=CC(=C(C#N)C1)F (5-bromo-2-fluorobenzonitrile). The solvent is CN(C)C=O (DMF). Product: BrC=1C=CC(=C(C#N)C1)OCC(C)(C)C (5-bromo-2-(2,2-dimethylpropoxy)benzonitrile). As a reaction SMILES: [CH3:1][C:2]([CH3:6])([CH3:5])[CH2:3][OH:4].[H-].[Na+].[Br:9][C:10]1[CH:11]=[CH:12][C:13](F)=[C:14]([CH:17]=1)[C:15]#[N:16]>CN(C=O)C>[Br:9][C:10]1[CH:11]=[CH:12][C:13]([O:4][CH2:3][C:2]([CH3:6])([CH3:5])[CH3:1])=[C:14]([CH:17]=1)[C:15]#[N:16] |f:1.2|. Procedure: After 2,2-dimethyl-1-propanol and sodium hydride were stirred at 0° C. in DMF, 5-bromo-2-fluorobenzonitrile was added thereto, followed by reaction at room temperature to obtain 5-bromo-2-(2,2-dimethylpropoxy)benzonitrile. NMRC: 3.67 (2H, s), 6.83 (1H, d), 7.64 (1H, d). Reactants: CCOC(=O)C(=Cc1csc(Br)n1)N=[N+]=[N-], ClCCl, Cc1ccccc1C. Product: CCOC(=O)C1=Nc2sc(Br)nc2C1. As a reaction SMILES: [CH2:9]([CH3:10])[O:11][C:12]([C:13](=[CH:14][c:15]1[n:16][c:17]([Br:20])[s:18][cH:19]1)[N:21]=[N+:22]=[N-:23])=[O:24].[Cl:25][CH2:26][Cl:27].[c:1]1([CH3:2])[c:3]([CH3:4])[cH:5][cH:6][cH:7][cH:8]1>>[CH2:9]([CH3:10])[O:11][C:12]([C:13]1=[N:21][c:19]2[c:15]([n:16][c:17]([Br:20])[s:18]2)[CH2:14]1)=[O:24]. The reactants are COC=C1CCC(CC1)C1=CC=C(C#N)C=C1 (p-[4-(methoxymethylene)cyclohexyl]benzonitrile), O1CCCC1 (tetrahydrofuran). Run in O (water). The product is C(#N)C1=CC=C(C=C1)C1CCC(CC1)C=O (4-(p-cyanophenyl)cyclohexanecarboxaldehyde). Isolated yield 99.0%. As a reaction SMILES: C[O:2][CH:3]=[C:4]1[CH2:9][CH2:8][CH:7]([C:10]2[CH:17]=[CH:16][C:13]([C:14]#[N:15])=[CH:12][CH:11]=2)[CH2:6][CH2:5]1.O1CCCC1>O>[C:14]([C:13]1[CH:16]=[CH:17][C:10]([CH:7]2[CH2:8][CH2:9][CH:4]([CH:3]=[O:2])[CH2:5][CH2:6]2)=[CH:11][CH:12]=1)#[N:15]. Procedure: A mixture of 4.2 g of p-[4-(methoxymethylene)cyclohexyl]benzonitrile and 100 ml of tetrahydrofuran/2N hydrochloric acid (vol. 4:1) was heated to reflux for 30 minutes in a round flask. The mixture was subsequently poured into 100 ml of water and extracted three times with 100 ml of diethyl ether each time. The organic phases were washed once with 100 ml of water, dried over magnesium sulphate and concentrated. There were obtained 3.9 g (100%) of 4-(p-cyanophenyl)cyclohexanecarboxaldehyde as a co... The reactants are O=C(CBr)OCc1ccccc1, CNC(=O)C1CN(C(=O)OC(C)(C)C)CCO1, CCOC(C)=O, ClCCl, O=C(O)C(F)(F)F, [K+], [K+], O=C([O-])[O-], O. The product is CNC(=O)C1CN(CC(=O)OCc2ccccc2)CCO1. As a reaction SMILES: [CH2:24]([c:25]1[cH:26][cH:27][cH:28][cH:29][cH:30]1)[O:31][C:32]([CH2:33][Br:34])=[O:35].[CH3:1][NH:2][C:3](=[O:4])[CH:5]1[O:6][CH2:7][CH2:8][N:9]([C:11]([O:12][C:13]([CH3:14])([CH3:15])[CH3:16])=[O:17])[CH2:10]1.[CH3:46][CH2:47][O:48][C:49](=[O:50])[CH3:51].[Cl:36][CH2:37][Cl:38].[F:39][C:40]([F:41])([F:42])[C:43]([OH:44])=[O:45].[K+:18].[K+:19].[O-:20][C:21]([O-:22])=[O:23].[OH2:52]>>[CH3:1][NH:2][C:3](=[O:4])[CH:5]1[O:6][CH2:7][CH2:8][N:9]([CH2:11][C:32]([O:31][CH2:24][c:25]2[cH:26][cH:27][cH:28][cH:29][cH:30]2)=[O:35])[CH2:10]1. The reactants are CC(C)(C)OC(=O)NC(Cc1ccc(C(F)(F)F)cc1)Cn1cc(-c2ccc3cnccc3c2)cn1, ClCCl, O=C(O)C(F)(F)F. Product: NC(Cc1ccc(C(F)(F)F)cc1)Cn1cc(-c2ccc3cnccc3c2)cn1. Reaction SMILES: [C:1]([O:2][C:3](=[O:4])[NH:7][CH:8]([CH2:9][c:10]1[cH:11][cH:12][c:13]([C:16]([F:17])([F:18])[F:19])[cH:14][cH:15]1)[CH2:20][n:21]1[n:22][cH:23][c:24](-[c:26]2[cH:27][c:28]3[cH:29][cH:30][n:31][cH:32][c:33]3[cH:34][cH:35]2)[cH:25]1)([CH3:5])([CH3:6])[CH3:36].[Cl:44][CH2:45][Cl:46].[F:37][C:38]([F:39])([F:40])[C:41]([OH:42])=[O:43]>>[NH2:7][CH:8]([CH2:9][c:10]1[cH:11][cH:12][c:13]([C:16]([F:17])([F:18])[F:19])[cH:14][cH:15]1)[CH2:20][n:21]1[n:22][cH:23][c:24](-[c:26]2[cH:27][c:28]3[cH:29][cH:30][n:31][cH:32][c:33]3[cH:34][cH:35]2)[cH:25]1. Starting materials: N1=C(C=CC=C1C)C (2,6-Lutidine), C1(=CC=CC=C1)C(C#C)O (1-Phenyl-2-propyn-1-ol), FC(S(=O)(=O)O[Si](C)(C)C(C)(C)C)(F)F (tert-butyldimethylsilyl trifluoromethane sulfonate). The solvent is ClCCl (dichloromethane). Reaction conditions: time 8 hour. Yields the product [Si](C)(C)(C(C)(C)C)OCC#CC1=CC=CC=C1 (tert-Butyldimethylsilyloxy-1-phenyl-prop-1-yne). Reaction SMILES: [C:1]1([CH:7](O)[C:8]#[CH:9])[CH:6]=[CH:5][CH:4]=[CH:3][CH:2]=1.N1C(C)=CC=CC=1C.FC(F)(F)S([O:24][Si:25]([C:28]([CH3:31])([CH3:30])[CH3:29])([CH3:27])[CH3:26])(=O)=O>ClCCl>[Si:25]([O:24][CH2:9][C:8]#[C:7][C:1]1[CH:6]=[CH:5][CH:4]=[CH:3][CH:2]=1)([C:28]([CH3:31])([CH3:30])[CH3:29])([CH3:27])[CH3:26]. Procedure details: 1-Phenyl-2-propyn-1-ol (7 g) was dissolved in dichloromethane at 0° C. under nitrogen. 2,6-Lutidine (6.17 ml) was added to the solution followed by dropwise addition of tert-butyldimethylsilyl trifluoromethane sulfonate (12.16 ml); the resulting solution was stirred overnight at room temperature. The dichloromethane was washed with water (2×), brine and dried (MgSO4) and solvent removed in vacuo. The residue was purified on flash silica using 100% petrol moving to 5% ethyl acetate/petrol, to aff...